This data is from the Open Reaction Database (ORD), a public repository of structured organic reaction records. The task is: describe an organic reaction: reactants, conditions, products, and yield Reactants: S(=O)(=O)(C)OC(C(=O)O)C (2-mesyloxypropionic acid), N1=CC=CC=C1 (pyridine), ice water, C(Cl)Cl (methylene chloride), P(=O)(Cl)(Cl)Cl (phosphoryl chloride). Run in C(C)(C)(C)O (t-butanol). Conditions: temperature -5 celsius. The product is S(=O)(=O)(C)OC(C(=O)OC(C)(C)C)C (t-butyl 2-mesyloxypropionate). RXN SMILES: [S:1]([O:5][CH:6]([CH3:10])[C:7]([OH:9])=[O:8])([CH3:4])(=[O:3])=[O:2].P(Cl)(Cl)(Cl)=O.[CH2:16](Cl)Cl.N1[CH:24]=[CH:23][CH:22]=CC=1>C(O)(C)(C)C>[S:1]([O:5][CH:6]([CH3:10])[C:7]([O:9][C:23]([CH3:22])([CH3:24])[CH3:16])=[O:8])([CH3:4])(=[O:3])=[O:2]. Procedure details: 0.35 mole of the S optical isomer of 2-mesyloxypropionic acid was dissolved in 25 ml of pyridine and 500 ml of t-butanol, and 65 g of phosphoryl chloride was added, with stirring, at -5° C. After a further 30 minutes stirring at -5° C., and a further 2 hours at 20° C., the mixture was poured into ice-water, and methylene chloride was added. The organic layer was washed successively with dilute hydrochloric acid, sodium bicarbonate, and water, and then evaporated to give a solid which was recryst... Starting materials: CCOC(=O)CCCCN1CCc2ccc(S(=O)(=O)Nc3cccc(Cl)c3)cc2C1, CCO, Cl. The product is O=C(O)CCCCN1CCc2ccc(S(=O)(=O)Nc3cccc(Cl)c3)cc2C1. Reaction SMILES: [CH2:2]([CH3:3])[O:4][C:5]([CH2:6][CH2:7][CH2:8][CH2:9][N:10]1[CH2:11][c:12]2[cH:13][c:14]([S:20]([NH:21][c:22]3[cH:23][c:24]([Cl:28])[cH:25][cH:26][cH:27]3)(=[O:29])=[O:30])[cH:15][cH:16][c:17]2[CH2:18][CH2:19]1)=[O:31].[CH3:32][CH2:33][OH:34].[ClH:1]>>[O:4]=[C:5]([CH2:6][CH2:7][CH2:8][CH2:9][N:10]1[CH2:11][c:12]2[cH:13][c:14]([S:20]([NH:21][c:22]3[cH:23][c:24]([Cl:28])[cH:25][cH:26][cH:27]3)(=[O:29])=[O:30])[cH:15][cH:16][c:17]2[CH2:18][CH2:19]1)[OH:31]. Reactants: C1=CC(=C[N+](=C1)[C@H]2[C@@H]([C@@H]([C@H](O2)COP(=O)(O)OP(=O)(O)OC[C@@H]3[C@H]([C@H]([C@@H](O3)N4C=NC5=C4N=CN=C5N)OP(=O)(O)O)O)O)O)C(=O)N (NADP), C(CC[C@@H](C(=O)O)NC(=O)C1=CC=C(NCC=2CNC=3N=C(N)NC(=O)C3N2)C=C1)(=O)O (dihydrofolic acid), solution, solution, CN(CC=1C=NC2=C(N1)C(=NC(=N2)N)N)C=3C=CC(=CC3)C(=O)N[C@@H](CCC(=O)O)C(=O)O (methotrexate), solution, solution. The product is C(CC[C@@H](C(=O)O)NC(=O)C1=CC=C(NCC2=CN=C3N=C(N)NC(=O)C3=N2)C=C1)(=O)O (Folic Acid). As a reaction SMILES: [C:1]([OH:32])(=[O:31])[CH2:2][CH2:3][C@H:4]([NH:8][C:9]([C:11]1[CH:30]=[CH:29][C:14]([NH:15][CH2:16][C:17]2[CH2:18][NH:19][C:20]3[N:21]=[C:22]([NH:24][C:25]([C:27]=3[N:28]=2)=[O:26])[NH2:23])=[CH:13][CH:12]=1)=[O:10])[C:5]([OH:7])=[O:6].CN(C1C=CC(C(N[C@H](C(O)=O)CCC(O)=O)=O)=CC=1)CC1C=NC2N=C(N)N=C(N)C=2N=1.C1C=[N+]([C@@H]2O[C@H](COP(OP(OC[C@H]3O[C@@H](N4C5N=CN=C(N)C=5N=C4)[C@H](OP(O)(O)=O)[C@@H]3O)(O)=O)(O)=O)[C@@H](O)[C@H]2O)C=C(C(N)=O)C=1>>[C:1]([OH:32])(=[O:31])[CH2:2][CH2:3][C@H:4]([NH:8][C:9]([C:11]1[CH:12]=[CH:13][C:14]([NH:15][CH2:16][C:17]2[N:28]=[C:27]3[C:20]([N:21]=[C:22]([NH:24][C:25]3=[O:26])[NH2:23])=[N:19][CH:18]=2)=[CH:29][CH:30]=1)=[O:10])[C:5]([OH:7])=[O:6]. Procedure details: Each assay sample contained 12 μL of protein stock solution (2 mg/mL), 4.8 uL of either dihydrofolic acid (FAH2) or methotrexate stock solution (1 mM), and 31.2 μL of a solution of 154 μM Dapoxyl™ 12800 in Buffer A. Each sample contained 12 μL of protein stock solution (2 mgs/mL), 4.8 uL of NADP stock solution (50 mM), and 31.2 μL of a solution of 154 μM Dapoxyl™ 12800 in Buffer A.